Dataset: the Open Reaction Database (ORD), a public repository of structured organic reaction records. Task: describe an organic reaction: reactants, conditions, products, and yield Starting materials: O=C1CCC(=O)N1Br, CC(C)[Si](C(C)C)(n1cccc1)C(C)(C)C, C1CCOC1, ClC(Cl)(Cl)Cl. Yields the product CC(C)[Si](C(C)C)(n1ccc(Br)c1)C(C)(C)C. As a reaction SMILES: [Br:17][N:18]1[C:19](=[O:20])[CH2:21][CH2:22][C:23]1=[O:24].[C:1]([CH3:2])([CH3:3])([CH3:4])[Si:5]([n:6]1[cH:7][cH:8][cH:9][cH:10]1)([CH:11]([CH3:12])[CH3:13])[CH:14]([CH3:15])[CH3:16].[CH2:25]1[O:26][CH2:27][CH2:28][CH2:29]1.[Cl:30][C:31]([Cl:32])([Cl:33])[Cl:34]>>[C:1]([CH3:2])([CH3:3])([CH3:4])[Si:5]([n:6]1[cH:7][cH:8][c:9]([Br:17])[cH:10]1)([CH:11]([CH3:12])[CH3:13])[CH:14]([CH3:15])[CH3:16]. The reactants are NCCCCN1CCC(CC1)C=1C=C(C=CC1)NC(C(C)C)=O (N-{3-[1-(4-aminobutyl)-4-piperidinyl]phenyl}-2-methylpropanamide), ClC1=C(C(=CC=C1)Cl)C1=NOC(=C1C(=O)Cl)C (3-(2,6-dichlorophenyl)-5-methyl-4-isoxazolecarbonyl chloride). The solvent is C1CCOC1 (THF). The product is ClC1=C(C(=CC=C1)Cl)C1=NOC(=C1C(=O)NCCCCN1CCC(CC1)C1=CC(=CC=C1)NC(C(C)C)=O)C (3-(2,6-DICHLOROPHENYL)-N-(4-{4-[3-(ISOBUTYRYLAMINO)PHENYL]-1-PIPERIDINYL}BUTYL)-5-METHYL-4-ISOXAZOLECARBOXAMIDE). Reaction SMILES: [NH2:1][CH2:2][CH2:3][CH2:4][CH2:5][N:6]1[CH2:11][CH2:10][CH:9]([C:12]2[CH:13]=[C:14]([NH:18][C:19](=[O:23])[CH:20]([CH3:22])[CH3:21])[CH:15]=[CH:16][CH:17]=2)[CH2:8][CH2:7]1.[Cl:24][C:25]1[CH:30]=[CH:29][CH:28]=[C:27]([Cl:31])[C:26]=1[C:32]1[C:36]([C:37](Cl)=[O:38])=[C:35]([CH3:40])[O:34][N:33]=1>C1COCC1>[Cl:24][C:25]1[CH:30]=[CH:29][CH:28]=[C:27]([Cl:31])[C:26]=1[C:32]1[C:36]([C:37]([NH:1][CH2:2][CH2:3][CH2:4][CH2:5][N:6]2[CH2:7][CH2:8][CH:9]([C:12]3[CH:17]=[CH:16][CH:15]=[C:14]([NH:18][C:19](=[O:23])[CH:20]([CH3:21])[CH3:22])[CH:13]=3)[CH2:10][CH2:11]2)=[O:38])=[C:35]([CH3:40])[O:34][N:33]=1. Procedure: Prepared by Procedure Q1 (THF) and Scheme AT using N-{3-[1-(4-aminobutyl)-4-piperidinyl]phenyl}-2-methylpropanamide and 3-(2,6-dichlorophenyl)-5-methyl-4-isoxazolecarbonyl chloride: ESMS m/e: 571.2 (M+H)+. Starting materials: [H-].[Na+] (sodium hydride), [Cl-].[NH4+] (ammonium chloride), ClC=1C=C(C=CC1)C=1C=C2C(NC(NC2=CC1)=O)(C)C1CC1 (6-(3-chlorophenyl)-4-cyclopropyl-4-methyl-3,4-dihydro-1H-quinazolin-2-one), CI (methyl iodide). The solvent is C(C)(=O)OCC (Ethyl acetate), CN(C)C=O (DMF), Cl (HCl). Run at time 30 minute. Product: ClC=1C=C(C=CC1)C=1C=C2C(N(C(NC2=CC1)=O)C)(C)C1CC1 (6-(3-chlorophenyl)-4-cyclopropyl-3,4-dimethyl-3,4-dihydro-1H-quinazolin-2-one). RXN SMILES: [Cl:1][C:2]1[CH:3]=[C:4]([C:8]2[CH:9]=[C:10]3[C:15](=[CH:16][CH:17]=2)[NH:14][C:13](=[O:18])[NH:12][C:11]3([CH:20]2[CH2:22][CH2:21]2)[CH3:19])[CH:5]=[CH:6][CH:7]=1.[H-].[Na+].[CH3:25]I.[Cl-].[NH4+]>CN(C=O)C.Cl.C(OCC)(=O)C>[Cl:1][C:2]1[CH:3]=[C:4]([C:8]2[CH:9]=[C:10]3[C:15](=[CH:16][CH:17]=2)[NH:14][C:13](=[O:18])[N:12]([CH3:25])[C:11]3([CH:20]2[CH2:21][CH2:22]2)[CH3:19])[CH:5]=[CH:6][CH:7]=1 |f:1.2,4.5|. Procedure details: To a solution of half of the crude addition product from Example 9 in anhydrous DMF (5 mL) was added under nitrogen at room temperature sodium hydride (25 mg, 0.63 mmol). The mixture was stirred at ambient temperature for 30 minutes and treated with methyl iodide (0.5 mL, excess). After stirring for 3.5 hours, a mixture of saturated aqueous ammonium chloride and IN HCl aqueous solution (10 mL/5 mL) was added to the reaction mixture. Ethyl acetate (30 mL) was added and organic layer was separated... The reactants are [H-].[Na+] (sodium hydride), NC1=CC2=CC=CC=C2C=C1N (2,3-diaminonaphthalene), CI (methyl iodide). Run in C(C)(=O)OCC (ethyl acetate), CN(C=O)C (dimethylformamide). Reaction conditions: temperature 2.5 celsius, time 7 minute. Yields the product NC1=CC2=CC=CC=C2C=C1NC (2-amino-3-methylamino-naphthalene). The yield is 30.9%. As a reaction SMILES: [NH2:1][C:2]1[C:11]([NH2:12])=[CH:10][C:9]2[C:4](=[CH:5][CH:6]=[CH:7][CH:8]=2)[CH:3]=1.[H-].[Na+].[CH3:15]I>CN(C)C=O.C(OCC)(=O)C>[NH2:1][C:2]1[C:11]([NH:12][CH3:15])=[CH:10][C:9]2[C:4](=[CH:5][CH:6]=[CH:7][CH:8]=2)[CH:3]=1 |f:1.2|. Reported procedure: A solution of 2,3-diaminonaphthalene (500 mg, 3.16 mmol) in anhydrous dimethylformamide (3 mL) was cooled in an ice bath and treated with sodium hydride (130 mg of a 61% dispersion in mineral oil, 3.31 mmol). The mixture was stirred at 0-5° C. for 7 minutes, then treated with methyl iodide (0.206 mL, 3.31 mmol) and stirred in the cold for an additional 15 minutes. After warming to room temperature, the mixture was diluted with ethyl acetate (30 mL), washed with water (5×30 mL) and brine (20 mL),... Reactants: CN1CC2=C(N(C=3C=CC(=CC23)C)CC(O)C=2C=NC=CC2)CC1 (2-(1,2,3,4-Tetrahydro-2,8-dimethylpyrido[4,3-b]indol-5-yl)-1-(pyridin-3-yl)ethanol), S(O)(O)(=O)=O (sulfuric acid), [OH-].[K+] (KOH). Reaction conditions: temperature 5 celsius. Product: CN1CC2=C(N(C=3C=CC(=CC23)C)\C=C\C=2C=NC=CC2)CC1 (2,3,4,5-tetrahydro-2,8-dimethyl-5-((E)-2-(pyridin-3-yl)vinyl)-1H-pyrido[4,3-b]indole). Reaction SMILES: [CH3:1][N:2]1[CH2:24][CH2:23][C:5]2[N:6]([CH2:14][CH:15]([C:17]3[CH:18]=[N:19][CH:20]=[CH:21][CH:22]=3)O)[C:7]3[CH:8]=[CH:9][C:10]([CH3:13])=[CH:11][C:12]=3[C:4]=2[CH2:3]1.S(=O)(=O)(O)O.[OH-].[K+]>>[CH3:1][N:2]1[CH2:24][CH2:23][C:5]2[N:6](/[CH:14]=[CH:15]/[C:17]3[CH:18]=[N:19][CH:20]=[CH:21][CH:22]=3)[C:7]3[CH:8]=[CH:9][C:10]([CH3:13])=[CH:11][C:12]=3[C:4]=2[CH2:3]1 |f:2.3|. Reported procedure: 2-(1,2,3,4-Tetrahydro-2,8-dimethylpyrido[4,3-b]indol-5-yl)-1-(pyridin-3-yl)ethanol (1 equiv.) is refluxed with 25% sulfuric acid for 2 h. The reaction mixture is cooled to 5° C. with an ice-water bath. KOH (15% aq. solution) is added dropwise to the reaction mixture until pH 9-10 is achieved. The reaction mixture is extracted with EtOAc. The combined organic layers are washed with water followed by brine, dried over sodium sulfate and evaporated under vacuum. The crude product is purified by col... Run at time 2 hour. Reaction SMILES: [CH3:1][S:2]([N:5]=[C:6]=[O:7])(=[O:4])=[O:3].[NH:8]([C:15]1[N:20]=[C:19]([CH3:21])[CH:18]=[C:17]([CH3:22])[N:16]=1)[C:9]1[CH:14]=[CH:13][CH:12]=[CH:11][CH:10]=1>C1(C)C=CC=CC=1>[CH3:22][C:17]1[CH:18]=[C:19]([CH3:21])[N:20]=[C:15]([N:8]([C:9]2[CH:14]=[CH:13][CH:12]=[CH:11][CH:10]=2)[C:6]([NH:5][S:2]([CH3:1])(=[O:4])=[O:3])=[O:7])[N:16]=1. Starting materials: CS(=O)(=O)N=C=O (Methylsulphonyl isocyanate), N(C1=CC=CC=C1)C1=NC(=CC(=N1)C)C (2-anilino-4,6-dimethylpyrimidine). Procedure details: Methylsulphonyl isocyanate (3.15 g) was added dropwise to a solution of 2-anilino-4,6-dimethylpyrimidine (3.98 g) in toluene (40 ml). The mixture was then stirred for 2 hours at room temperature. The solid was separated and dried in vacuo, to give 1-(4,6-dimethylpyrimidine-2-yl)-3-methylsulphonyl-1-phenylurea, m.p. 186°-192°. (Compound 5). Run in C1(=CC=CC=C1)C (toluene). Yields the product CC1=NC(=NC(=C1)C)N(C(=O)NS(=O)(=O)C)C1=CC=CC=C1 (1-(4,6-dimethylpyrimidine-2-yl)-3-methylsulphonyl-1-phenylurea). The reactants are CCOCCCCCSCCCCC(=O)OCC, CO, Cl, [Na+], [OH-]. The product is CCOCCCCCSCCCCC(=O)O. Reaction SMILES: [CH2:3]([CH3:4])[O:5][C:6]([CH2:7][CH2:8][CH2:9][CH2:10][S:11][CH2:12][CH2:13][CH2:14][CH2:15][CH2:16][O:17][CH2:18][CH3:19])=[O:20].[CH3:22][OH:23].[ClH:21].[Na+:2].[OH-:1]>>[O:5]=[C:6]([CH2:7][CH2:8][CH2:9][CH2:10][S:11][CH2:12][CH2:13][CH2:14][CH2:15][CH2:16][O:17][CH2:18][CH3:19])[OH:20].